This data is from the Open Reaction Database (ORD), a public repository of structured organic reaction records. The task is: describe an organic reaction: reactants, conditions, products, and yield The reactants are [Br-], O=C([O-])[O-], c1ccc(COc2cnc(N3CC[N+]4(CCCC4)CC3)nc2)cc1, CN(C)C=O, Cc1nc(Cl)c(Cl)[nH]1, [K+], [K+]. Yields the product Cc1nc(Cl)c(Cl)n1CCCCN1CCN(c2ncc(OCc3ccccc3)cn2)CC1. RXN SMILES: [Br-:1].[C:34](=[O:35])([O-:36])[O-:37].[CH2:2]([c:3]1[cH:4][cH:5][cH:6][cH:7][cH:8]1)[O:9][c:10]1[cH:11][n:12][c:13]([N:16]2[CH2:17][CH2:18][N+:19]3([CH2:20][CH2:21][CH2:22][CH2:23]3)[CH2:24][CH2:25]2)[n:14][cH:15]1.[CH3:40][N:41]([CH3:42])[CH:43]=[O:44].[Cl:26][c:27]1[n:28][c:29]([CH3:33])[nH:30][c:31]1[Cl:32].[K+:38].[K+:39]>>[CH2:2]([c:3]1[cH:4][cH:5][cH:6][cH:7][cH:8]1)[O:9][c:10]1[cH:11][n:12][c:13]([N:16]2[CH2:17][CH2:18][N:19]([CH2:20][CH2:21][CH2:22][CH2:23][n:30]3[c:29]([CH3:33])[n:28][c:27]([Cl:26])[c:31]3[Cl:32])[CH2:24][CH2:25]2)[n:14][cH:15]1. Reactants: solution, C(C(=O)Cl)(=O)Cl (oxalylchloride), N1=C(C=CC=C1C)C (2,6-lutidine), ClC=1C=C(C=CC1S(=O)(=O)C)[C@H](C(=O)NC1=NN(C=C1)CCC(=O)O)CC1CCCC1 (3-{3-[2(R)-(3-chloro-4-methanesulfonyl-phenyl)-3-cyclopentyl-propionylamino]-pyrazol-1-yl}-propionic acid), C(C=C)N (allylamine). The solvent is C(Cl)Cl (methylene chloride), C(Cl)Cl (methylene chloride). Run at temperature 25 celsius, time 1 hour. The product is C(C=C)NC(=O)CCN1N=C(C=C1)NC([C@H](CC1CCCC1)C1=CC(=C(C=C1)S(=O)(=O)C)Cl)=O (N-[1-(2-allylcarbamoyl-ethyl)-1H-pyrazol-3-yl]-2(R)-(3-chloro-4-methanesulfonyl-phenyl)-3-cyclopentyl-propionamide). The yield is 16.1%. Reaction SMILES: [Cl:1][C:2]1[CH:3]=[C:4]([C@@H:12]([CH2:26][CH:27]2[CH2:31][CH2:30][CH2:29][CH2:28]2)[C:13]([NH:15][C:16]2[CH:20]=[CH:19][N:18]([CH2:21][CH2:22][C:23](O)=[O:24])[N:17]=2)=[O:14])[CH:5]=[CH:6][C:7]=1[S:8]([CH3:11])(=[O:10])=[O:9].C(Cl)(=O)C(Cl)=O.[N:38]1C(C)=C[CH:41]=[CH:40][C:39]=1C.C(N)C=C>C(Cl)Cl>[CH2:39]([NH:38][C:23]([CH2:22][CH2:21][N:18]1[CH:19]=[CH:20][C:16]([NH:15][C:13](=[O:14])[C@@H:12]([C:4]2[CH:5]=[CH:6][C:7]([S:8]([CH3:11])(=[O:9])=[O:10])=[C:2]([Cl:1])[CH:3]=2)[CH2:26][CH:27]2[CH2:28][CH2:29][CH2:30][CH2:31]2)=[N:17]1)=[O:24])[CH:40]=[CH2:41]. Procedure: To a solution containing 3-{3-[2(R)-(3-chloro-4-methanesulfonyl-phenyl)-3-cyclopentyl-propionylamino]-pyrazol-1-yl}-propionic acid (prepared in example 9, 50 mg, 0.11 mmol) in methylene chloride (2 mL), was then added a 2.0 M solution of oxalylchloride in methylene chloride (59 μL, 0.12 mmol) at 0° C. and allowed to stir at 25° C. for 1 h, after which time 2,6-lutidine (17 μL, 0.14 mmol) was added to the solution at 0° C. After 1 h, allylamine (9 μL, 0.11 mmol) was added and the reaction was all... Reactants: BrCC1=CC=C(C=C1)C1=C(C=CC=C1)C1=NN=NN1C(C1=CC=CC=C1)(C1=CC=CC=C1)C1=CC=CC=C1 (5-[4'-(bromomethyl)[1,1'-biphenyl]-2-yl]-1-(triphenylmethyl)-1H-tetrazole), [I-].[K+] (potassium iodide). Run in CC(=O)C (acetone). Yields the product ICC1=CC=C(C=C1)C1=C(C=CC=C1)C1=NN=NN1C(C1=CC=CC=C1)(C1=CC=CC=C1)C1=CC=CC=C1 (5-[4'-(iodomethyl)[1,1'-biphenyl]-2-yl]-1-(triphenylmethyl)-1H-tetrazole). Yield: 94.5%. As a reaction SMILES: Br[CH2:2][C:3]1[CH:8]=[CH:7][C:6]([C:9]2[CH:14]=[CH:13][CH:12]=[CH:11][C:10]=2[C:15]2[N:19]([C:20]([C:33]3[CH:38]=[CH:37][CH:36]=[CH:35][CH:34]=3)([C:27]3[CH:32]=[CH:31][CH:30]=[CH:29][CH:28]=3)[C:21]3[CH:26]=[CH:25][CH:24]=[CH:23][CH:22]=3)[N:18]=[N:17][N:16]=2)=[CH:5][CH:4]=1.[I-:39].[K+]>CC(C)=O>[I:39][CH2:2][C:3]1[CH:8]=[CH:7][C:6]([C:9]2[CH:14]=[CH:13][CH:12]=[CH:11][C:10]=2[C:15]2[N:19]([C:20]([C:33]3[CH:38]=[CH:37][CH:36]=[CH:35][CH:34]=3)([C:27]3[CH:32]=[CH:31][CH:30]=[CH:29][CH:28]=3)[C:21]3[CH:26]=[CH:25][CH:24]=[CH:23][CH:22]=3)[N:18]=[N:17][N:16]=2)=[CH:5][CH:4]=1 |f:1.2|. Procedure: A mixture of 4.0 g of 5-[4'-(bromomethyl)[1,1'-biphenyl]-2-yl]-1-(triphenylmethyl)-1H-tetrazole and 2.2 g of potassium iodide in 50 ml of acetone is heated at reflux for 50 minutes. The reaction mixture is filtered and the filtrate evaporated in vacuo to a residue which is stirred with cold water and the resulting solid collected by filtration, washed with water and air dried to give 4.1 g of the desired product as a solid. The reactants are [Br-], O=C([O-])[O-], CCCC[N+](CCCC)(CCCC)CCCC, COc1cc(C(C)C)c2c(c1)S(=O)(=O)N(CCl)C2=O, CN(C)CCOc1ncc(Cl)c(C(=O)O)c1Cl, Cl, [Cs+], [Cs+], CN(C)C=O. Product: COc1cc(C(C)C)c2c(c1)S(=O)(=O)N(COC(=O)c1c(Cl)cnc(OCCN(C)C)c1Cl)C2=O. RXN SMILES: [Br-:44].[C:19](=[O:20])([O-:21])[O-:22].[CH3:45][CH2:46][CH2:47][CH2:48][N+:49]([CH2:50][CH2:51][CH2:52][CH3:53])([CH2:54][CH2:55][CH2:56][CH3:57])[CH2:58][CH2:59][CH2:60][CH3:61].[Cl:25][CH2:26][N:27]1[S:28](=[O:29])(=[O:30])[c:31]2[cH:32][c:33]([O:42][CH3:43])[cH:34][c:35]([CH:39]([CH3:40])[CH3:41])[c:36]2[C:37]1=[O:38].[Cl:2][c:3]1[c:4]([O:13][CH2:14][CH2:15][N:16]([CH3:17])[CH3:18])[n:5][cH:6][c:7]([Cl:12])[c:8]1[C:9](=[O:10])[OH:11].[ClH:1].[Cs+:23].[Cs+:24].[O:62]=[CH:63][N:64]([CH3:65])[CH3:66]>>[Cl:2][c:3]1[c:4]([O:13][CH2:14][CH2:15][N:16]([CH3:17])[CH3:18])[n:5][cH:6][c:7]([Cl:12])[c:8]1[C:9](=[O:10])[O:11][CH2:26][N:27]1[S:28](=[O:29])(=[O:30])[c:31]2[cH:32][c:33]([O:42][CH3:43])[cH:34][c:35]([CH:39]([CH3:40])[CH3:41])[c:36]2[C:37]1=[O:38]. The reactants are CCOC(=O)C(C)(CCc1cccs1)C(=O)OCC, CCO, Cl, [K+], [OH-], O. The product is CCOC(=O)C(C)(CCc1cccs1)C(=O)O. Reaction SMILES: [CH2:1]([CH3:2])[O:3][C:4]([C:5]([C:6](=[O:7])[O:8][CH2:9][CH3:10])([CH3:11])[CH2:12][CH2:13][c:14]1[s:15][cH:16][cH:17][cH:18]1)=[O:19].[CH3:23][CH2:24][OH:25].[ClH:22].[K+:21].[OH-:20].[OH2:26]>>[CH2:1]([CH3:2])[O:3][C:4]([C:5]([C:6](=[O:7])[OH:8])([CH3:11])[CH2:12][CH2:13][c:14]1[s:15][cH:16][cH:17][cH:18]1)=[O:19]. The reactants are NC(=O)c1ccccc1-c1cc(Cl)c2cccnc2n1, ClCCl. The product is N#Cc1ccccc1-c1cc(Cl)c2cccnc2n1. Reaction SMILES: [Cl:1][c:2]1[cH:3][c:4](-[c:12]2[c:13]([C:14](=[O:15])[NH2:16])[cH:17][cH:18][cH:19][cH:20]2)[n:5][c:6]2[n:7][cH:8][cH:9][cH:10][c:11]12.[Cl:21][CH2:22][Cl:23]>>[Cl:1][c:2]1[cH:3][c:4](-[c:12]2[c:13]([C:14]#[N:16])[cH:17][cH:18][cH:19][cH:20]2)[n:5][c:6]2[n:7][cH:8][cH:9][cH:10][c:11]12. The reactants are CN(C)C(=O)CCl, Cl, [K+], [K+], O=C([O-])[O-], CN(C)C=O, COC(=O)c1cccc(O)c1. Product: COC(=O)c1cccc(OCC(=O)N(C)C)c1. As a reaction SMILES: [Cl:18][CH2:19][C:20](=[O:21])[N:22]([CH3:23])[CH3:24].[ClH:25].[K+:12].[K+:13].[O-:14][C:15]([O-:16])=[O:17].[O:26]=[CH:27][N:28]([CH3:29])[CH3:30].[OH:1][c:2]1[cH:3][c:4]([C:5](=[O:6])[O:7][CH3:8])[cH:9][cH:10][cH:11]1>>[O:1]([c:2]1[cH:3][c:4]([C:5](=[O:6])[O:7][CH3:8])[cH:9][cH:10][cH:11]1)[CH2:19][C:20](=[O:21])[N:22]([CH3:23])[CH3:24].